This data is from the Open Reaction Database (ORD), a public repository of structured organic reaction records. The task is: describe an organic reaction: reactants, conditions, products, and yield The solvent is C(Cl)Cl (methylene chloride). Reported procedure: Pyridinium chlorochromate (0.9 g) was added to a solution of 0.8 g (2.3 mmoles) of the 3,3-bis(4-fluorophenyl)-2-(1-ethyl-1H-tetrazol-5-yl)-2-propenol in methylene chloride. The solution became bright yellow and then darkened with the formation of a dark gummy precipitate. After stirring at room temperature for 16 hours, the mixture was poured directly onto a silica gel column and eluted with methylene chloride to give 0.65 g (83%) of the title compound; m.p.=144°-145° C. Reaction conditions: time 16 hour. Reactants: [Cr](=O)(=O)([O-])Cl.[NH+]1=CC=CC=C1 (Pyridinium chlorochromate), FC1=CC=C(C=C1)C(=C(CO)C1=NN=NN1CC)C1=CC=C(C=C1)F (3,3-bis(4-fluorophenyl)-2-(1-ethyl-1H-tetrazol-5-yl)-2-propenol). The product is FC1=CC=C(C=C1)C(=C(C=O)C1=NN=NN1CC)C1=CC=C(C=C1)F (3,3-Bis(4-fluorophenyl)-2-(1-ethyl-1H-tetrazol-5-yl)-2-propenal). RXN SMILES: [Cr](Cl)([O-])(=O)=O.[NH+]1C=CC=CC=1.[F:12][C:13]1[CH:18]=[CH:17][C:16]([C:19]([C:30]2[CH:35]=[CH:34][C:33]([F:36])=[CH:32][CH:31]=2)=[C:20]([C:23]2[N:27]([CH2:28][CH3:29])[N:26]=[N:25][N:24]=2)[CH2:21][OH:22])=[CH:15][CH:14]=1>C(Cl)Cl>[F:12][C:13]1[CH:18]=[CH:17][C:16]([C:19]([C:30]2[CH:31]=[CH:32][C:33]([F:36])=[CH:34][CH:35]=2)=[C:20]([C:23]2[N:27]([CH2:28][CH3:29])[N:26]=[N:25][N:24]=2)[CH:21]=[O:22])=[CH:15][CH:14]=1 |f:0.1|. The yield is 83.0%. Reaction SMILES: Cl[C:2]1[N:7]2[N:8]=[C:9]([CH:11]3[CH2:16][CH2:15][N:14]([CH2:17][CH:18]4[CH2:20][CH2:19]4)[CH2:13][CH2:12]3)[N:10]=[C:6]2[CH:5]=[C:4]([C:21]2[CH:26]=[CH:25][C:24]([Cl:27])=[CH:23][C:22]=2[Cl:28])[N:3]=1.Cl.[NH2:30][C:31]1[C:36]([C:37](=[O:42])[C:38]([F:41])([F:40])[F:39])=[CH:35][CH:34]=[C:33]([NH:43][CH2:44][CH2:45][NH2:46])[N:32]=1.C(N(CC)C(C)C)(C)C>CS(C)=O>[NH2:30][C:31]1[C:36]([C:37](=[O:42])[C:38]([F:39])([F:41])[F:40])=[CH:35][CH:34]=[C:33]([NH:43][CH2:44][CH2:45][NH:46][C:2]2[N:7]3[N:8]=[C:9]([CH:11]4[CH2:16][CH2:15][N:14]([CH2:17][CH:18]5[CH2:20][CH2:19]5)[CH2:13][CH2:12]4)[N:10]=[C:6]3[CH:5]=[C:4]([C:21]3[CH:26]=[CH:25][C:24]([Cl:27])=[CH:23][C:22]=3[Cl:28])[N:3]=2)[N:32]=1 |f:1.2|. Reactants: ClC1=NC(=CC=2N1N=C(N2)C2CCN(CC2)CC2CC2)C2=C(C=C(C=C2)Cl)Cl (5-Chloro-2-[1-(cyclopropylmethyl)piperidin-4-yl]-7-(2,4-dichlorophenyl)[1,2,4]triazolo[1,5-c]-pyrimidine), Cl.NC1=NC(=CC=C1C(C(F)(F)F)=O)NCCN (1-{2-Amino-6-[(2-aminoethyl)amino]pyridin-3-yl}-2,2,2-trifluoroethanone hydrochloride), C(C)(C)N(C(C)C)CC (N,N-diisopropylethylamine). Reaction conditions: temperature 130 celsius. Procedure: 50 mg (0.10 mmol) of 5-chloro-2-[1-(cyclopropylmethyl)piperidin-4-yl]-7-(2,4-dichlorophenyl)-[1,2,4]triazolo[1,5-c]pyrimidine (Example 47A), 35 mg (0.12 mmol) of 1-{2-amino-6-[(2-aminoethyl)amino]pyridin-3-yl}-2,2,2-trifluoroethanone hydrochloride (Example 13A) and 0.110 ml (0.6 mmol) of N,N-diisopropylethylamine were initially charged in 1 ml of DMSO. The mixture was heated in the microwave at 130° C. for 30 min. This gave, after purification of the crude product by preparative HPLC (Method 11)... Product: NC1=NC(=CC=C1C(C(F)(F)F)=O)NCCNC1=NC(=CC=2N1N=C(N2)C2CCN(CC2)CC2CC2)C2=C(C=C(C=C2)Cl)Cl (1-(2-Amino-6-{[2-({2-[1-(cyclopropylmethyl)piperidin-4-yl]-7-(2,4-dichlorophenyl)-[1,2,4]triazolo[1,5-c]pyrimidin-5-yl}amino)ethyl]amino}pyridin-3-yl)-2,2,2-trifluoroethanone). The solvent is CS(=O)C (DMSO). Starting materials: C(C)(C)(C)OC(=O)C1=C(C=CC=C1)C1=CC=C(C=C1)CN1C(=NC(=C1C(=O)OCC)C(C(C)(C)C)O)CCC (ethyl 1-[(2'-t-butoxycarbonylbiphenyl-4-yl)methyl]-4-(1-hydroxy-2,2-dimethylpropyl)-2-propylimidazole-5-carboxylate), O.[OH-].[Li+] (lithium hydroxide monohydrate). Yields the product C(C)(C)(C)OC(=O)C1=C(C=CC=C1)C1=CC=C(C=C1)CN1C(=NC(=C1C(=O)O)C(C(C)(C)C)O)CCC (1-[(2'-t-Butoxycarbonylbiphenyl-4-yl)methyl]-4-(1-hydroxy-2,2-dimethylpropyl)-2-propylimidazole-5-carboxylic acid). Yield: 83.9%. RXN SMILES: [C:1]([O:5][C:6]([C:8]1[CH:13]=[CH:12][CH:11]=[CH:10][C:9]=1[C:14]1[CH:19]=[CH:18][C:17]([CH2:20][N:21]2[C:25]([C:26]([O:28]CC)=[O:27])=[C:24]([CH:31]([OH:36])[C:32]([CH3:35])([CH3:34])[CH3:33])[N:23]=[C:22]2[CH2:37][CH2:38][CH3:39])=[CH:16][CH:15]=1)=[O:7])([CH3:4])([CH3:3])[CH3:2].O.[OH-].[Li+]>>[C:1]([O:5][C:6]([C:8]1[CH:13]=[CH:12][CH:11]=[CH:10][C:9]=1[C:14]1[CH:19]=[CH:18][C:17]([CH2:20][N:21]2[C:25]([C:26]([OH:28])=[O:27])=[C:24]([CH:31]([OH:36])[C:32]([CH3:35])([CH3:34])[CH3:33])[N:23]=[C:22]2[CH2:37][CH2:38][CH3:39])=[CH:16][CH:15]=1)=[O:7])([CH3:4])([CH3:3])[CH3:2] |f:1.2.3|. Procedure: Following a procedure similar to that described in Example 4, 0.78 g of ethyl 1-[(2'-t-butoxycarbonylbiphenyl-4-yl)methyl]-4-(1-hydroxy-2,2-dimethylpropyl)-2-propylimidazole-5-carboxylate [prepared as described in step (d) above] was hydrolyzed, using 209 mg of lithium hydroxide monohydrate, to afford 0.62 g of the title compound as crystals, melting at 207° C.